From a dataset of the Open Reaction Database (ORD), a public repository of structured organic reaction records. describe an organic reaction: reactants, conditions, products, and yield Product: CN(C(=O)N1CCOCC1)c1ccc(-c2nn(C(c3ccccc3)(c3ccccc3)c3ccccc3)cc2-c2ccc3ncc(-c4ccccn4)n3c2)cc1. Reaction SMILES: [CH3:57][I:58].[CH3:60][N:61]([CH3:62])[CH:63]=[O:64].[CH3:65][CH2:66][O:67][C:68](=[O:69])[CH3:70].[H-:1].[Na+:2].[OH2:59].[n:3]1[c:4](-[c:9]2[cH:10][n:11][c:12]3[n:13]2[cH:14][c:15](-[c:18]2[c:19](-[c:42]4[cH:43][cH:44][c:45]([NH:48][C:49](=[O:50])[N:51]5[CH2:52][CH2:53][O:54][CH2:55][CH2:56]5)[cH:46][cH:47]4)[n:20][n:21]([C:23]([c:24]4[cH:25][cH:26][cH:27][cH:28][cH:29]4)([c:30]4[cH:31][cH:32][cH:33][cH:34][cH:35]4)[c:36]4[cH:37][cH:38][cH:39][cH:40][cH:41]4)[cH:22]2)[cH:16][cH:17]3)[cH:5][cH:6][cH:7][cH:8]1>>[n:3]1[c:4](-[c:9]2[cH:10][n:11][c:12]3[n:13]2[cH:14][c:15](-[c:18]2[c:19](-[c:42]4[cH:43][cH:44][c:45]([N:48]([C:49](=[O:50])[N:51]5[CH2:52][CH2:53][O:54][CH2:55][CH2:56]5)[CH3:57])[cH:46][cH:47]4)[n:20][n:21]([C:23]([c:24]4[cH:25][cH:26][cH:27][cH:28][cH:29]4)([c:30]4[cH:31][cH:32][cH:33][cH:34][cH:35]4)[c:36]4[cH:37][cH:38][cH:39][cH:40][cH:41]4)[cH:22]2)[cH:16][cH:17]3)[cH:5][cH:6][cH:7][cH:8]1. Starting materials: CI, CN(C)C=O, CCOC(C)=O, [H-], [Na+], O, O=C(Nc1ccc(-c2nn(C(c3ccccc3)(c3ccccc3)c3ccccc3)cc2-c2ccc3ncc(-c4ccccn4)n3c2)cc1)N1CCOCC1.